This data is from the Open Reaction Database (ORD), a public repository of structured organic reaction records. The task is: describe an organic reaction: reactants, conditions, products, and yield Reactants: BrC=1C=C(C=NC1)NC1CCC(CC1)NC1=CC=NC2=CC(=CC=C12)Cl (N-(5-bromopyridin-3-yl)-N′-(7-chloroquinolin-4-yl)cyclohexane-1,4-diamine), C[O-].[Na+] (sodium methoxide), C1(=CC=CC=C1)B(O)O (phenylboronic acid). Reagents/catalysts: C1=CC=C(C=C1)P([C-]2C=CC=C2)C3=CC=CC=C3.C1=CC=C(C=C1)P([C-]2C=CC=C2)C3=CC=CC=C3.Cl[Pd]Cl.[Fe+2] (Pd(dppf)Cl2). Run in C1CCOC1 (THF). The product is ClC1=CC=C2C(=CC=NC2=C1)NC1CCC(CC1)NC=1C=NC=C(C1)C1=CC=CC=C1 (N-(7-chloroquinolin-4-yl)-N′-(5-phenylpyridin-3-yl)cyclohexane-1,4-diamine). Reaction SMILES: Br[C:2]1[CH:3]=[C:4]([NH:8][CH:9]2[CH2:14][CH2:13][CH:12]([NH:15][C:16]3[C:25]4[C:20](=[CH:21][C:22]([Cl:26])=[CH:23][CH:24]=4)[N:19]=[CH:18][CH:17]=3)[CH2:11][CH2:10]2)[CH:5]=[N:6][CH:7]=1.C[O-].[Na+].[C:30]1(B(O)O)[CH:35]=[CH:34][CH:33]=[CH:32][CH:31]=1>C1COCC1.C1C=CC(P(C2C=CC=CC=2)[C-]2C=CC=C2)=CC=1.C1C=CC(P(C2C=CC=CC=2)[C-]2C=CC=C2)=CC=1.Cl[Pd]Cl.[Fe+2]>[Cl:26][C:22]1[CH:21]=[C:20]2[C:25]([C:16]([NH:15][CH:12]3[CH2:13][CH2:14][CH:9]([NH:8][C:4]4[CH:5]=[N:6][CH:7]=[C:2]([C:30]5[CH:35]=[CH:34][CH:33]=[CH:32][CH:31]=5)[CH:3]=4)[CH2:10][CH2:11]3)=[CH:17][CH:18]=[N:19]2)=[CH:24][CH:23]=1 |f:1.2,5.6.7.8|. Procedure details: A mixture of example 370 (30 mg, 0.07 mmol), Pd(dppf)Cl2 (3 mg), sodium methoxide (7.5 mg, 0.14 mmol) and phenylboronic acid (9.7 mg, 0.07 mmol) in 1 ml THF was heated for 15 Hours at 65° C., concentrated. Residue was purified with high throughput reverse phase HPLC system to provide the desired compound. MS (ESI(+)Q1MS m/z 429 (M+H)+); 1 H NMR (300 MHz, DMSO-D6) δ ppm 1.75-2.01 (m, 8 H) 3.84 (m, 1 H) 4.04 (m, 1 H) 7.52-7.60 (m, 3 H) 7.74-7.84 (m, 4 H) 7.94 (d, J=2.03 Hz, 1 H) 8.13 (d, J=2.37 Hz... Reactants: CO, O=C(O)c1cccc(-c2cc(F)cc(F)c2)c1, O=S(=O)(O)O. The product is COC(=O)c1cccc(-c2cc(F)cc(F)c2)c1. As a reaction SMILES: [CH3:23][OH:24].[F:1][c:2]1[cH:3][c:4](-[c:9]2[cH:10][c:11]([C:12](=[O:13])[OH:14])[cH:15][cH:16][cH:17]2)[cH:5][c:6]([F:8])[cH:7]1.[S:18](=[O:19])(=[O:20])([OH:21])[OH:22]>>[F:1][c:2]1[cH:3][c:4](-[c:9]2[cH:10][c:11]([C:12](=[O:13])[O:14][CH3:23])[cH:15][cH:16][cH:17]2)[cH:5][c:6]([F:8])[cH:7]1.